Dataset: the Open Reaction Database (ORD), a public repository of structured organic reaction records. Task: describe an organic reaction: reactants, conditions, products, and yield Reactants: CCO, [Cl-], O=C(c1ccc([N+](=O)[O-])cc1)N1CCc2cn[nH]c2-c2cccnc21, [Na+], O=C([O-])O, O, O. Yields the product Nc1ccc(C(=O)N2CCc3cn[nH]c3-c3cccnc32)cc1. RXN SMILES: [CH3:34][CH2:35][OH:36].[Cl-:28].[N+:1]([O-:2])(=[O:3])[c:4]1[cH:5][cH:6][c:7]([C:8](=[O:9])[N:10]2[c:11]3[c:12]([cH:20][cH:21][cH:22][n:23]3)-[c:13]3[c:14]([cH:17][n:18][nH:19]3)[CH2:15][CH2:16]2)[cH:24][cH:25]1.[Na+:33].[O-:29][C:30]([OH:31])=[O:32].[OH2:26].[OH2:27]>>[NH2:1][c:4]1[cH:5][cH:6][c:7]([C:8](=[O:9])[N:10]2[c:11]3[c:12]([cH:20][cH:21][cH:22][n:23]3)-[c:13]3[c:14]([cH:17][n:18][nH:19]3)[CH2:15][CH2:16]2)[cH:24][cH:25]1. Reactants: crude product, C(C)(C)(C)OC(NC1=C(C=C(C(=C1)C)Cl)N)=O ((2-amino-4-chloro-5-methyl-phenyl)-carbamic acid tert-butyl ester), C(C)(C)(C)OC(CC(=O)C1=CC(=CC=C1)C1=NC(=NC(=C1)C)NCCOC)=O (3-{3-[2-(2-methoxy-ethylamino)-6-methyl-pyrimidin-4-yl]-phenyl}-3-oxo-propionic acid tert-butyl ester). Yields the product ClC=1C(=CC2=C(NC(CC(=N2)C2=CC(=CC=C2)C2=NC(=NC(=C2)C)NCCOC)=O)C1)C (8-Chloro-4-{3-[2-(2-methoxy-ethylamino)-6-methyl-pyrimidin-4-yl]-phenyl}-7-methyl-1,3-dihydro-benzo[b][1,4]diazepin-2-one), solid. Reaction SMILES: C(OC(=O)[NH:7][C:8]1[CH:13]=[C:12]([CH3:14])[C:11]([Cl:15])=[CH:10][C:9]=1[NH2:16])(C)(C)C.C(O[C:23](=[O:45])[CH2:24][C:25]([C:27]1[CH:32]=[CH:31][CH:30]=[C:29]([C:33]2[CH:38]=[C:37]([CH3:39])[N:36]=[C:35]([NH:40][CH2:41][CH2:42][O:43][CH3:44])[N:34]=2)[CH:28]=1)=O)(C)(C)C>>[Cl:15][C:11]1[C:12]([CH3:14])=[CH:13][C:8]2[N:7]=[C:25]([C:27]3[CH:32]=[CH:31][CH:30]=[C:29]([C:33]4[CH:38]=[C:37]([CH3:39])[N:36]=[C:35]([NH:40][CH2:41][CH2:42][O:43][CH3:44])[N:34]=4)[CH:28]=3)[CH2:24][C:23](=[O:45])[NH:16][C:9]=2[CH:10]=1. Procedure: The title compound was prepared from (2-amino-4-chloro-5-methyl-phenyl)-carbamic acid tert-butyl ester (Example J22) (128 mg, 0.5 mmol) and 3-{3-[2-(2-methoxy-ethylamino)-6-methyl-pyrimidin-4-yl]-phenyl}-3-oxo-propionic acid tert-butyl ester (Example K51) (212 mg, 0.55 mmol) according to the general procedure M and subsequent treatment of the crude product according to the general procedure N. Obtained as a light yellow solid (122 mg). Reactants: CC(C)(C)Oc1ccc(CCCCn2ccnc2CO)cc1, CCCCP(CCCC)CCCC, CSSC, CCOC(C)=O, c1ccncc1. The product is CSCc1nccn1CCCCc1ccc(OC(C)(C)C)cc1. RXN SMILES: [C:18]([CH3:19])([CH3:20])([CH3:21])[O:22][c:23]1[cH:24][cH:25][c:26]([CH2:29][CH2:30][CH2:31][CH2:32][n:33]2[c:34]([CH2:38][OH:39])[n:35][cH:36][cH:37]2)[cH:27][cH:28]1.[CH2:5]([P:6]([CH2:7][CH2:8][CH2:9][CH3:10])[CH2:11][CH2:12][CH2:13][CH3:14])[CH2:15][CH2:16][CH3:17].[CH3:1][S:2][S:3][CH3:4].[CH3:46][CH2:47][O:48][C:49](=[O:50])[CH3:51].[cH:40]1[cH:41][cH:42][n:43][cH:44][cH:45]1>>[S:3]([CH3:4])[CH2:38][c:34]1[n:33]([CH2:32][CH2:31][CH2:30][CH2:29][c:26]2[cH:25][cH:24][c:23]([O:22][C:18]([CH3:19])([CH3:20])[CH3:21])[cH:28][cH:27]2)[cH:37][cH:36][n:35]1. Starting materials: BrC1=CC=C(C=C1)C(CNS(=O)(=O)C)C (N-2-(4-Bromophenyl)propyl methanesulfonamide), CC1=C(C=CC=C1)B(O)O (2-methylbenzeneboronic acid). Solvent: O (water). Product: CC1=C(C=CC=C1)C1=CC=C(C=C1)C(CNS(=O)(=O)C)C (N-2-(4-(2-methylphenyl)phenyl)propyl methanesulfonamide). Reaction SMILES: Br[C:2]1[CH:7]=[CH:6][C:5]([CH:8]([CH3:15])[CH2:9][NH:10][S:11]([CH3:14])(=[O:13])=[O:12])=[CH:4][CH:3]=1.[CH3:16][C:17]1[CH:22]=[CH:21][CH:20]=[CH:19][C:18]=1B(O)O>O>[CH3:16][C:17]1[CH:22]=[CH:21][CH:20]=[CH:19][C:18]=1[C:2]1[CH:7]=[CH:6][C:5]([CH:8]([CH3:15])[CH2:9][NH:10][S:11]([CH3:14])(=[O:13])=[O:12])=[CH:4][CH:3]=1. Procedure: The title compound was prepared from the product of Example 1 as described in Example 100 with the exception that 2-methylbenzeneboronic acid was used instead of 2-formylbenzeneboronic and 10 mL of water was added to the reaction mixture. Reactants: BrC=1C=C(C=NC1)S(=O)(=O)CC(=O)OC (methyl 2-(5-bromopyridin-3-ylsulfonyl)acetate), N (ammonia). The solvent is CO (methanol). Run at temperature 60 celsius, time 4 hour. Yields the product BrC=1C=C(C=NC1)S(=O)(=O)CC(=O)N (2-(5-bromopyridin-3-ylsulfonyl)acetamide). Reaction SMILES: [Br:1][C:2]1[CH:3]=[C:4]([S:8]([CH2:11][C:12]([O:14]C)=O)(=[O:10])=[O:9])[CH:5]=[N:6][CH:7]=1.[NH3:16]>CO>[Br:1][C:2]1[CH:3]=[C:4]([S:8]([CH2:11][C:12]([NH2:16])=[O:14])(=[O:10])=[O:9])[CH:5]=[N:6][CH:7]=1. Procedure: To a solution of methyl 2-(5-bromopyridin-3-ylsulfonyl)acetate (0.2 g, 0.67 mmol) was added 5% ammonia in methanol (10 mL). Upon completion of addition, the reaction mixture was stirred at 60° C. for 4 h. After this time, the reaction mixture was allowed to cool to room temperature. Once at the prescribed temperature, the reaction mixture was concentrated under reduced pressure to afford 2-(5-bromopyridin-3-ylsulfonyl)acetamide (0.2 g) as a white solid. LCMS Method W: retention time 0.92 min; [M... Reactants: NC1=C(C(=NN1)C1CCN(CC1)C(=O)OC(C)(C)C)C1=CC(=C(C=C1)OC)OC (1,1-dimethylethyl 4-{5-amino-4-[3,4-bis(methyloxy)phenyl]-1H-pyrazol-3-yl}piperidine-1-carboxylate), OC1=CC=C(C=O)C=C1 (4-hydroxybenzaldehyde), FC(C(=O)O)(F)F (trifluoroacetic acid). The product is FC(C(=O)O)(F)F.COC=1C(=CC=2C3=C(N=C(C2C1)C1=CC=C(C=C1)O)NN=C3C3CCNCC3)OC (4-[7,8-bis(methyloxy)-1-piperidin-4-yl-3H-pyrazolo[3,4-c]isoquinolin-5-yl]phenol trifluoroacetate). Yield: 61.0%. RXN SMILES: [NH2:1][C:2]1[NH:6][N:5]=[C:4]([CH:7]2[CH2:12][CH2:11][N:10](C(OC(C)(C)C)=O)[CH2:9][CH2:8]2)[C:3]=1[C:20]1[CH:25]=[CH:24][C:23]([O:26][CH3:27])=[C:22]([O:28][CH3:29])[CH:21]=1.[OH:30][C:31]1[CH:38]=[CH:37][C:34]([CH:35]=O)=[CH:33][CH:32]=1.[F:39][C:40]([F:45])([F:44])[C:41]([OH:43])=[O:42]>>[F:39][C:40]([F:45])([F:44])[C:41]([OH:43])=[O:42].[CH3:27][O:26][C:23]1[C:22]([O:28][CH3:29])=[CH:21][C:20]2[C:3]3[C:4]([CH:7]4[CH2:12][CH2:11][NH:10][CH2:9][CH2:8]4)=[N:5][NH:6][C:2]=3[N:1]=[C:35]([C:34]3[CH:37]=[CH:38][C:31]([OH:30])=[CH:32][CH:33]=3)[C:25]=2[CH:24]=1 |f:3.4|. Procedure details: A solution of 1,1-dimethylethyl 4-{5-amino-4-[3,4-bis(methyloxy)phenyl]-1H-pyrazol-3-yl}piperidine-1-carboxylate (0.39 g, 0.97 mmol) and 4-hydroxybenzaldehyde (0.12 g, 0.97 mmol) was heated to 72° C. in trifluoroacetic acid (5 mL) for 18 h. The solvent was evaporated under reduced pressure and the residue was purified by reverse phase HPLC (CH3CN/H2O with 0.1% TFA) to give 4-[7,8-bis(methyloxy)-1-piperidin-4-yl-3H-pyrazolo[3,4-c]isoquinolin-5-yl]phenol trifluoroacetate (0.24 g, 61%). 53 mg (0.12... Starting materials: NC=1SC=C(N1)C(C(=O)OCC)=NOCC1=CC=C(C=C1)C (Ethyl 2-(2-aminothiazol-4-yl)-2-(4-methylbenzyloxyimino)acetate), CO (methanol), [OH-].[Na+] (sodium hydroxide), CN1C=NC=C1 (1-methylimidazole). The solvent is O1CCCC1 (tetrahydrofuran). The product is NC=1SC=C(N1)C(C(=O)O)=NOCC1=CC=C(C=C1)C (2-(2-aminothiazol-4-yl)-2-(4-methylbenzyloxyimino)acetic acid). The yield is 93.7%. As a reaction SMILES: [NH2:1][C:2]1[S:3][CH:4]=[C:5]([C:7](=[N:13][O:14][CH2:15][C:16]2[CH:21]=[CH:20][C:19]([CH3:22])=[CH:18][CH:17]=2)[C:8]([O:10]CC)=[O:9])[N:6]=1.[OH-].[Na+].CN1C=CN=C1.CO>O1CCCC1>[NH2:1][C:2]1[S:3][CH:4]=[C:5]([C:7](=[N:13][O:14][CH2:15][C:16]2[CH:17]=[CH:18][C:19]([CH3:22])=[CH:20][CH:21]=2)[C:8]([OH:10])=[O:9])[N:6]=1 |f:1.2|. Procedure details: Ethyl 2-(2-aminothiazol-4-yl)-2-(4-methylbenzyloxyimino)acetate (syn isomer, 4.00 g.), 1N sodium hydroxide solution (19.5 ml.), 1-methylimidazole (214 mg.), methanol (40 ml.) and tetrahydrofuran (25 ml.) were treated in a similar manner that of Example P-(4) to give 2-(2-aminothiazol-4-yl)-2-(4-methylbenzyloxyimino)acetic acid (syn isomer, 3.42 g.).